This data is from the Open Reaction Database (ORD), a public repository of structured organic reaction records. The task is: describe an organic reaction: reactants, conditions, products, and yield Starting materials: C1(=CC=CC=C1)C1(CCN(CC1)C(=O)OC(C)(C)C)COCC1=C2C=CNC2=CC(=C1)C(F)(F)F (tert-butyl 4-phenyl-4-(((6-(trifluoromethyl)-1H-indol-4-yl)methoxy)methyl)piperidine-1-carboxylate), CC(C)([O-])C.[K+] (potassium tert-butoxide), S(=O)(=O)(OC)OC (Dimethyl sulfate). Run in O1CCCC1 (tetrahydrofuran). Reaction conditions: time 5 minute. Yields the product CN1C=CC2=C(C=C(C=C12)C(F)(F)F)COCC1(CCN(CC1)C(=O)OC(C)(C)C)C1=CC=CC=C1 (tert-Butyl 4-(((1-methyl-6-(trifluoromethyl)-1H-indol-4-yl)methoxy)methyl)-4-phenylpiperidine-1-carboxylate). Reaction SMILES: [C:1]1([C:7]2([CH2:20][O:21][CH2:22][C:23]3[CH:31]=[C:30]([C:32]([F:35])([F:34])[F:33])[CH:29]=[C:28]4[C:24]=3[CH:25]=[CH:26][NH:27]4)[CH2:12][CH2:11][N:10]([C:13]([O:15][C:16]([CH3:19])([CH3:18])[CH3:17])=[O:14])[CH2:9][CH2:8]2)[CH:6]=[CH:5][CH:4]=[CH:3][CH:2]=1.[CH3:36]C(C)([O-])C.[K+].S(OC)(OC)(=O)=O>O1CCCC1>[CH3:36][N:27]1[C:28]2[C:24](=[C:23]([CH2:22][O:21][CH2:20][C:7]3([C:1]4[CH:2]=[CH:3][CH:4]=[CH:5][CH:6]=4)[CH2:8][CH2:9][N:10]([C:13]([O:15][C:16]([CH3:18])([CH3:19])[CH3:17])=[O:14])[CH2:11][CH2:12]3)[CH:31]=[C:30]([C:32]([F:34])([F:35])[F:33])[CH:29]=2)[CH:25]=[CH:26]1 |f:1.2|. Procedure details: A solution of tert-butyl 4-phenyl-4-(((6-(trifluoromethyl)-1H-indol-4-yl)methoxy)methyl)piperidine-1-carboxylate (59 mg, 0.121 mmol) in tetrahydrofuran (5 ml) at 25° C. was treated with potassium tert-butoxide (13.6 mg, 0.121 mmol) and stirred for 5 minutes. Dimethyl sulfate (0.012 ml, 0.121 mmol) was added, the solution was stirred at 25° C. for 1 h, and then concentrated in vacuo. Column chromatography (ethyl acetate/hexanes gradient elution) afforded 45 mg (90%) as a colorless oil. Mass spec.... Reactants: IC=1C=NN(C1C)[C@@H]1CC[C@H](CC1)N (trans-4-(4-iodo-5-methyl-1H-pyrazol-1-yl)cyclohexanamine), C1CCOC1 (THF), C(C)(C)[Mg]Cl (isopropylmagnesium chloride), C1CCOC1 (THF), COB1OC(C(O1)(C)C)(C)C (2-methoxy-4,4,5,5-tetramethyl-1,3,2-dioxaborolane), [NH4+].[Cl-] (NH4Cl). Reaction conditions: time 1 hour. Product: CC1=C(C=NN1[C@@H]1CC[C@H](CC1)N)B1OC(C(O1)(C)C)(C)C (trans-4-[5-Methyl-4-(4,4,5,5-tetramethyl-1,3,2-dioxaborolan-2-yl)-1H-pyrazol-1-yl]cyclohexanamine). As a reaction SMILES: I[C:2]1[CH:3]=[N:4][N:5]([C@H:8]2[CH2:13][CH2:12][C@H:11]([NH2:14])[CH2:10][CH2:9]2)[C:6]=1[CH3:7].C1COCC1.C([Mg]Cl)(C)C.CO[B:27]1[O:31][C:30]([CH3:33])([CH3:32])[C:29]([CH3:35])([CH3:34])[O:28]1.[NH4+].[Cl-]>>[CH3:7][C:6]1[N:5]([C@H:8]2[CH2:13][CH2:12][C@H:11]([NH2:14])[CH2:10][CH2:9]2)[N:4]=[CH:3][C:2]=1[B:27]1[O:31][C:30]([CH3:33])([CH3:32])[C:29]([CH3:35])([CH3:34])[O:28]1 |f:4.5|. Reported procedure: To a solution of trans-4-(4-iodo-5-methyl-1H-pyrazol-1-yl)cyclohexanamine (170.0 mg, 0.5571 mmol) in THF (4 mL, 60 mmol) at rt was added 1.3 M of isopropylmagnesium chloride in THF (1.7 mL, 2.2 mmol), and the mixture was stirred for 1 h. The reaction was quenched with 2-methoxy-4,4,5,5-tetramethyl-1,3,2-dioxaborolane (0.46 mL, 2.8 mmol), and allowed to stir at rt for 2 h. Sat. NH4Cl was added, and the organic solvent was removed in vacuo. The material was extracted with DCM and water. The organi...